This data is from the Open Reaction Database (ORD), a public repository of structured organic reaction records. The task is: describe an organic reaction: reactants, conditions, products, and yield Starting materials: Ti(IV) ethoxide, C(#N)C=1C=C(C=O)C=CC1 (3-cyanobenzaldehyde), CC(C)(C)[S@](=O)N ((S)-(−)-2-methyl-2-propanesulfinamide). Yields the product C(#N)C=1C=C(C=CC1)C=N[S@@](=O)C(C)(C)C ((S)—N-[(3-cyanophenyl)methylidene]-2-methylpropane-2-sulfinamide). Procedure details: In a flame dried flask under N2, 3-cyanobenzaldehyde (7.050 g, 53.76 mmol) was dissolved in anhydrous dioxane (100 mL). Ti(IV) ethoxide (28.183 mL, 134.40 mmol) was added followed by (S)-(−)-2-methyl-2-propanesulfinamide (7.167 g, 59.14 mmol). The r×n was heated to 110° C. After 2.5 hr the reaction was cooled to RT and brine (150 mL) was added. A precipitate formed and the reaction was rapidly stirred for 1 hr. The suspension was filtered through celite and the filter cake was washed with brine ... Solvent: [Cl-].[Na+].O (brine), O1CCOCC1 (dioxane). RXN SMILES: [C:1]([C:3]1[CH:4]=[C:5]([CH:8]=[CH:9][CH:10]=1)[CH:6]=O)#[N:2].[CH3:11][C:12]([S@@:15]([NH2:17])=[O:16])([CH3:14])[CH3:13]>O1CCOCC1.[Cl-].[Na+].O>[C:1]([C:3]1[CH:4]=[C:5]([CH:6]=[N:17][S@:15]([C:12]([CH3:14])([CH3:13])[CH3:11])=[O:16])[CH:8]=[CH:9][CH:10]=1)#[N:2] |f:3.4.5|. Run at temperature 110 celsius, time 1 hour. Starting materials: C1=CC=CC=2C(C3=C(CCC21)C=CC=C3)=COCCBr (2-((10,11-dihydro-5H-dibenzo[a,d]cyclohepten-5-ylidene)methoxy)ethylbromide), C([O-])([O-])=O.[K+].[K+] (potassium carbonate), [I-].[K+] (potassium iodide), C(=O)(O)C(O)C(O)C(=O)O.N1C[C@@H](CCC1)C(=O)OCC (ethyl (R)-3-piperidinecarboxylate tartrate). The solvent is CC(=O)C (acetone). Run at time 3 day. Product: C(C)OC(=O)[C@H]1CN(CCC1)CCOC=C1C2=C(CCC3=C1C=CC=C3)C=CC=C2 ((R)-N-(2-((10,11-dihydro-5H-dibenzo [a, d]cyclohepten-5-ylidene)methoxy)ethyl)-3-piperidinecarboxylic acid ethyl ester). The yield is 69.6%. Reaction SMILES: [CH:1]1[C:11]2[CH2:10][CH2:9][C:8]3[CH:12]=[CH:13][CH:14]=[CH:15][C:7]=3[C:6](=[CH:16][O:17][CH2:18][CH2:19]Br)[C:5]=2[CH:4]=[CH:3][CH:2]=1.C(=O)([O-])[O-].[K+].[K+].[I-].[K+].C(C(C(C(O)=O)O)O)(O)=O.[NH:39]1[CH2:44][CH2:43][CH2:42][C@@H:41]([C:45]([O:47][CH2:48][CH3:49])=[O:46])[CH2:40]1>CC(C)=O>[CH2:48]([O:47][C:45]([C@@H:41]1[CH2:42][CH2:43][CH2:44][N:39]([CH2:19][CH2:18][O:17][CH:16]=[C:6]2[C:5]3[CH:4]=[CH:3][CH:2]=[CH:1][C:11]=3[CH2:10][CH2:9][C:8]3[CH:12]=[CH:13][CH:14]=[CH:15][C:7]2=3)[CH2:40]1)=[O:46])[CH3:49] |f:1.2.3,4.5,6.7|. Reported procedure: To a solution of 2-((10,11-dihydro-5H-dibenzo[a,d]cyclohepten-5-ylidene)methoxy)ethylbromide (14.0 g, 42.5 mmol) in acetone (100 ml) was added potassium carbonate (23.5 g, 170 mmol), potassium iodide (0.7 g) and ethyl (R)-3-piperidinecarboxylate tartrate (19.6 g, 64 mmol). The suspension was stirred at room temperature for 3 days. The reaction mixture was filtered and the solvent was evaporated from the filtrate in vacuo. The oily residue was dissolved in ethyl acetate (150 ml). A 34% aqueous ta... Reactants: COC1=CC=C(C=C1)C=1N=C(NC1)C1=CC=CC=C1 (4-(4-methoxy-phenyl)-2-phenyl-1H-imidazole), [Li] (lithium), C[Si](C)(C)[NH-] ((trimethylsilyl) amide), BrCC(=O)N1CCN(CC1)C1=NC=CC=C1 (2-bromo-1-(4-pyridin-2-yl-piperazin-1-yl)-ethanone). Run in C1CCOC1 (THF), CN(C)C=O (DMF). Reaction conditions: time 10 minute. The product is COC1=CC=C(C=C1)C=1N=C(N(C1)CC(=O)N1CCN(CC1)C1=NC=CC=C1)C1=CC=CC=C1 (2-[4-(4-Methoxy-phenyl)-2-phenyl-imidazol-1-yl]-1-(4-pyridin-2-yl-piperazin-1-yl)-ethanone). Yield: 64.8%. Reaction SMILES: [Li].C[Si]([NH-])(C)C.Br[CH2:8][C:9]([N:11]1[CH2:16][CH2:15][N:14]([C:17]2[CH:22]=[CH:21][CH:20]=[CH:19][N:18]=2)[CH2:13][CH2:12]1)=[O:10].[CH3:23][O:24][C:25]1[CH:30]=[CH:29][C:28]([C:31]2[N:32]=[C:33]([C:36]3[CH:41]=[CH:40][CH:39]=[CH:38][CH:37]=3)[NH:34][CH:35]=2)=[CH:27][CH:26]=1>C1COCC1.CN(C=O)C>[CH3:23][O:24][C:25]1[CH:26]=[CH:27][C:28]([C:31]2[N:32]=[C:33]([C:36]3[CH:37]=[CH:38][CH:39]=[CH:40][CH:41]=3)[N:34]([CH2:8][C:9]([N:11]3[CH2:16][CH2:15][N:14]([C:17]4[CH:22]=[CH:21][CH:20]=[CH:19][N:18]=4)[CH2:13][CH2:12]3)=[O:10])[CH:35]=2)=[CH:29][CH:30]=1 |^1:0|. Procedure: 250 μl 1 mol/L lithium his (trimethylsilyl) amide solution in THF was added to 29 mg 2-bromo-1-(4-pyridin-2-yl-piperazin-1-yl)-ethanone in 1 mL DMF. The mixture was stirred 10 min at RT and 28 mg 4-(4-methoxy-phenyl)-2-phenyl-1H-imidazole was added. The reaction was stirred 2 h at 60° C. The mixture was purified by HPLC to give 30 mg desired product. Starting materials: CC[O-], CCO, CCC(=O)CN(C(=O)Cc1cccc(F)c1)c1cccc(C(F)(F)F)c1, [Na+], O. The product is CCC1=C(c2cccc(F)c2)C(=O)N(c2cccc(C(F)(F)F)c2)C1. As a reaction SMILES: [CH3:28][CH2:29][O-:30].[CH3:32][CH2:33][OH:34].[F:1][C:2]([c:3]1[cH:4][c:5]([N:9]([C:10]([CH2:11][c:12]2[cH:13][c:14]([F:18])[cH:15][cH:16][cH:17]2)=[O:19])[CH2:20][C:21]([CH2:22][CH3:23])=[O:24])[cH:6][cH:7][cH:8]1)([F:25])[F:26].[Na+:27].[OH2:31]>>[F:1][C:2]([c:3]1[cH:4][c:5]([N:9]2[C:10](=[O:19])[C:11]([c:12]3[cH:13][c:14]([F:18])[cH:15][cH:16][cH:17]3)=[C:21]([CH2:22][CH3:23])[CH2:20]2)[cH:6][cH:7][cH:8]1)([F:25])[F:26]. Starting materials: C1(=CC=CC=C1)NN (Phenylhydrazine), C(C)N1C2=CC=CC=C2C=2C=C(C=CC12)C=O (9-ethyl-3-carbazolecarboxaldehyde), C(C)(C)O (isopropanol). Yields the product O1C(CN(N=CC=2C=CC=3N(C4=CC=CC=C4C3C2)CC)C2=CC=CC=C2)C1 (9-ethyl-3-carbazolecarboxaldehyde-N-2,3-epoxypropyl-N-phenyl hydrazone). RXN SMILES: [C:1]1([NH:7][NH2:8])[CH:6]=[CH:5][CH:4]=[CH:3][CH:2]=1.[CH2:9]([N:11]1[C:23]2[CH:22]=[CH:21][C:20]([CH:24]=O)=[CH:19][C:18]=2[C:17]2[C:12]1=[CH:13][CH:14]=[CH:15][CH:16]=2)[CH3:10].[CH:26]([OH:29])([CH3:28])[CH3:27]>>[O:29]1[CH2:28][CH:26]1[CH2:27][N:7]([C:1]1[CH:6]=[CH:5][CH:4]=[CH:3][CH:2]=1)[N:8]=[CH:24][C:20]1[CH:21]=[CH:22][C:23]2[N:11]([CH2:9][CH3:10])[C:12]3[C:17]([C:18]=2[CH:19]=1)=[CH:16][CH:15]=[CH:14][CH:13]=3. Procedure: Phenylhydrazine (0.1 mole, commercially available from Aldrich, Milwaukee, Wis.) and 9-ethyl-3-carbazolecarboxaldehyde (0.1 mole, available from Aldrich Chemical, Milwaukee, Wis.) were dissolved in 100 ml of isopropanol in 250 ml 3-neck round bottom flask equipped with a reflux condenser and a mechanical stirrer. The solution was refluxed for 2 hours. Thin layer chromatography indicated the disappearance of the starting materials. At the end of the reaction, the mixture was cooled to room temper...